This data is from the Open Reaction Database (ORD), a public repository of structured organic reaction records. The task is: describe an organic reaction: reactants, conditions, products, and yield Reactants: CC(=O)O[BH-](OC(C)=O)OC(C)=O, N#Cc1ccc(C=O)cc1, COCC1OC(n2cnc3c(NCC(c4ccccc4)c4ccccc4)nc(CN)nc32)C(O)C1O, [Na+]. The product is COCC1OC(n2cnc3c(NCC(c4ccccc4)c4ccccc4)nc(CNCc4ccc(C#N)cc4)nc32)C(O)C1O. Reaction SMILES: [C:37]([O:38][BH-:39]([O:40][C:41](=[O:42])[CH3:43])[O:44][C:45](=[O:46])[CH3:47])(=[O:48])[CH3:49].[C:51](#[N:52])[c:53]1[cH:54][cH:55][c:56]([CH:57]=[O:58])[cH:59][cH:60]1.[NH2:1][CH2:2][c:3]1[n:4][c:5]([NH:22][CH2:23][CH:24]([c:25]2[cH:26][cH:27][cH:28][cH:29][cH:30]2)[c:31]2[cH:32][cH:33][cH:34][cH:35][cH:36]2)[c:6]2[n:7][cH:8][n:9]([CH:12]3[O:13][CH:14]([CH2:19][O:20][CH3:21])[CH:15]([OH:18])[CH:16]3[OH:17])[c:10]2[n:11]1.[Na+:50]>>[NH:1]([CH2:2][c:3]1[n:4][c:5]([NH:22][CH2:23][CH:24]([c:25]2[cH:26][cH:27][cH:28][cH:29][cH:30]2)[c:31]2[cH:32][cH:33][cH:34][cH:35][cH:36]2)[c:6]2[n:7][cH:8][n:9]([CH:12]3[O:13][CH:14]([CH2:19][O:20][CH3:21])[CH:15]([OH:18])[CH:16]3[OH:17])[c:10]2[n:11]1)[CH2:57][c:56]1[cH:55][cH:54][c:53]([C:51]#[N:52])[cH:60][cH:59]1. Reactants: CCO, COc1ccc([N+](=O)[O-])cc1N1CCN(C(=O)C2CC2)CC1. Yields the product COc1ccc(N)cc1N1CCN(C(=O)C2CC2)CC1. As a reaction SMILES: [CH3:23][CH2:24][OH:25].[CH:1]1([C:4](=[O:5])[N:6]2[CH2:7][CH2:8][N:9]([c:12]3[c:13]([O:21][CH3:22])[cH:14][cH:15][c:16]([N+:18]([O-:19])=[O:20])[cH:17]3)[CH2:10][CH2:11]2)[CH2:2][CH2:3]1>>[CH:1]1([C:4](=[O:5])[N:6]2[CH2:7][CH2:8][N:9]([c:12]3[c:13]([O:21][CH3:22])[cH:14][cH:15][c:16]([NH2:18])[cH:17]3)[CH2:10][CH2:11]2)[CH2:2][CH2:3]1.